Dataset: the Open Reaction Database (ORD), a public repository of structured organic reaction records. Task: describe an organic reaction: reactants, conditions, products, and yield Reactants: [H-].[H-].[H-].[H-].[Li+].[Al+3] (LiAlH4), NC1(CCCCC1)C(=O)O (1-Amino-cyclohexylcarboxylic acid). Solvent: CO3. Reaction conditions: temperature 0 celsius, time 2 hour. Yields the product NC1(CCCCC1)CO ((1-Amino-cyclohexyl)-methanol). Yield: 108.4%. RXN SMILES: [H-].[H-].[H-].[H-].[Li+].[Al+3].[NH2:7][C:8]1([C:14](O)=[O:15])[CH2:13][CH2:12][CH2:11][CH2:10][CH2:9]1>>[NH2:7][C:8]1([CH2:14][OH:15])[CH2:13][CH2:12][CH2:11][CH2:10][CH2:9]1 |f:0.1.2.3.4.5|. Procedure details: LiAlH4 powder (2.28 g, 60.0 mmol) was placed in a 200 mL round-bottom flask equipped with a magnetic stir bar. The flask was evacuated and backflushed with Ar, cooled to 0° C., and charged with dry THF (10 mL) via cannula. 1-Amino-cyclohexylcarboxylic acid (2.86 g, 20.0 mmol) was added in small portions as a solid. Upon completion of the addition, the mixture was heated to reflux for 12 h. The mixture was cooled to 0° C., treated slowly with satd aq Na2 CO3 (50 mL), warmed to rt, and stirred for... RXN SMILES: C[O:2][C:3](=O)[N:4]=[C:5](SC)[C:6]([C:20]1[CH:25]=[CH:24][C:23]([O:26][CH2:27][CH2:28][O:29][CH3:30])=[C:22]([O:31][CH2:32][CH3:33])[CH:21]=1)=[N:7][C:8]1[CH:13]=[CH:12][C:11]([C:14]2[N:18]=C(C)O[N:15]=2)=[CH:10][CH:9]=1.[CH3:37][C:38]1[C:39]([NH:44][NH2:45])=[N:40][CH:41]=[CH:42][CH:43]=1.C[O:47]C(=O)N=C(SC)C(C1C=C(OC)C2OCOCC=2C=1)=NC1C=CC(C2N=C(C)ON=2)=CC=1.N(C1N=CC=CN=1)N>>[C:32]([OH:47])(=[O:31])[CH3:33].[CH2:32]([O:31][C:22]1[CH:21]=[C:20]([CH:6]([NH:7][C:8]2[CH:9]=[CH:10][C:11]([C:14]([NH2:18])=[NH:15])=[CH:12][CH:13]=2)[C:5]2[NH:4][C:3](=[O:2])[N:44]([C:39]3[C:38]([CH3:37])=[CH:43][CH:42]=[CH:41][N:40]=3)[N:45]=2)[CH:25]=[CH:24][C:23]=1[O:26][CH2:27][CH2:28][O:29][CH3:30])[CH3:33] |f:4.5|. Starting materials: COC(N=C(C(=NC1=CC=C(C=C1)C1=NOC(=N1)C)C1=CC(=C(C=C1)OCCOC)OCC)SC)=O ({2-(3-ethoxy-4-(2-methoxyethoxy)phenyl]-2-[4-(5-methyl-[1,2,4]oxadiazol-3-yl)phenylimino]-1-methylsulfanylethylidene}carbamic acid methyl ester), N(N)C1=NC=CC=N1 (2-hydrazinopyrimidine), CC=1C(=NC=CC1)NN ((3-methylpyridin-2-yl)hydrazine), COC(N=C(C(=NC1=CC=C(C=C1)C1=NOC(=N1)C)C=1C=C(C2=C(COCO2)C1)OC)SC)=O ({2-(8-methoxy-4H-benzo[1,3]dioxin-6-yl)-2-[4-(5-methyl-[1,2,4]oxadiazol-3-yl)phenylimino]-1-methylsulfanylethylidene}carbamic acid methyl ester). Procedure details: The same procedure was carried out as in Examples (21i)-(21j), except that {2-(3-ethoxy-4-(2-methoxyethoxy)phenyl]-2-[4-(5-methyl-[1,2,4]oxadiazol-3-yl)phenylimino]-1-methylsulfanylethylidene}carbamic acid methyl ester and (3-methylpyridin-2-yl)hydrazine were used instead of respectively the {2-(8-methoxy-4H-benzo[1,3]dioxin-6-yl)-2-[4-(5-methyl-[1,2,4]oxadiazol-3-yl)phenylimino]-1-methylsulfanylethylidene}carbamic acid methyl ester in Example (21i) and 2-hydrazinopyrimidine in Example (21i), to... The product is C(C)(=O)O.C(C)OC=1C=C(C=CC1OCCOC)C(C1=NN(C(N1)=O)C1=NC=CC=C1C)NC1=CC=C(C(=N)N)C=C1 (4-({[3-ethoxy-4-(2-methoxyethoxy)phenyl]-[1-(3-methyl-pyridin-2-yl)-5-oxo-4,5-dihydro-1H-[1,2,4]triazol-3-yl]methyl}amino)benzamidine acetate). Reactants: BrB(Br)Br, ClCCl, Clc1cccc(CCc2ccccc2OCc2ccccc2)c1. The product is Oc1ccccc1CCc1cccc(Cl)c1. Reaction SMILES: [B:24]([Br:25])([Br:26])[Br:27].[CH2:28]([Cl:29])[Cl:30].[Cl:1][c:2]1[cH:3][c:4]([CH2:8][CH2:9][c:10]2[c:11]([O:16][CH2:17][c:18]3[cH:19][cH:20][cH:21][cH:22][cH:23]3)[cH:12][cH:13][cH:14][cH:15]2)[cH:5][cH:6][cH:7]1>>[Cl:1][c:2]1[cH:3][c:4]([CH2:8][CH2:9][c:10]2[c:11]([OH:16])[cH:12][cH:13][cH:14][cH:15]2)[cH:5][cH:6][cH:7]1. Reactants: NC(C(=O)N(CC(OCC)OCC)CC1=CC=CC2=C1N=CS2)CC2=CC=C(C=C2)OC(C)(C)C (2-Amino-N-benzothiazol-4-ylmethyl-3-(4-tert-butoxy-phenyl)-N-(2,2-diethoxy-ethyl)-propionamide), C(C1=CC=CC=C1)NC(N[C@@H](CC(=O)O)CC=C)=O ((3R)-3-(3-Benzyl-ureido)-hex-5-enoic acid), CCN=C=NCCCN(C)C.Cl (EDCl), C=1C=CC2=C(C1)N=NN2O (HOBt), CCN(C(C)C)C(C)C (DIEA). The solvent is CCOC(=O)C (EtOAc), C(Cl)Cl (CH2Cl2), C(Cl)Cl (CH2Cl2). Conditions: time 40 minute. Product: S1C=NC2=C1C=CC=C2CN(C(=O)C(CC2=CC=C(C=C2)OC(C)(C)C)NC(CC(CC=C)NC(=O)NCC2=CC=CC=C2)=O)CC(OCC)OCC (3-(3-Benzyl-ureido)-hex-5-enoic acid [1-[benzothiazol-4-ylmethyl-(2,2-diethoxy-ethyl)-carbamoyl]-2-(4-tert-butoxy-phenyl)-ethyl]-amide). As a reaction SMILES: [NH2:1][CH:2]([CH2:24][C:25]1[CH:30]=[CH:29][C:28]([O:31][C:32]([CH3:35])([CH3:34])[CH3:33])=[CH:27][CH:26]=1)[C:3]([N:5]([CH2:14][C:15]1[C:20]2[N:21]=[CH:22][S:23][C:19]=2[CH:18]=[CH:17][CH:16]=1)[CH2:6][CH:7]([O:11][CH2:12][CH3:13])[O:8][CH2:9][CH3:10])=[O:4].[CH2:36]([NH:43][C:44](=[O:54])[NH:45][C@H:46]([CH2:51][CH:52]=[CH2:53])[CH2:47][C:48](O)=[O:49])[C:37]1[CH:42]=[CH:41][CH:40]=[CH:39][CH:38]=1.CCN=C=NCCCN(C)C.Cl.C1C=CC2N(O)N=NC=2C=1.CCN(C(C)C)C(C)C>C(Cl)Cl.CCOC(C)=O>[S:23]1[C:19]2[CH:18]=[CH:17][CH:16]=[C:15]([CH2:14][N:5]([CH2:6][CH:7]([O:11][CH2:12][CH3:13])[O:8][CH2:9][CH3:10])[C:3]([CH:2]([NH:1][C:48](=[O:49])[CH2:47][CH:46]([NH:45][C:44]([NH:43][CH2:36][C:37]3[CH:42]=[CH:41][CH:40]=[CH:39][CH:38]=3)=[O:54])[CH2:51][CH:52]=[CH2:53])[CH2:24][C:25]3[CH:26]=[CH:27][C:28]([O:31][C:32]([CH3:33])([CH3:35])[CH3:34])=[CH:29][CH:30]=3)=[O:4])[C:20]=2[N:21]=[CH:22]1 |f:2.3|. Reported procedure: To a solution of 2-Amino-N-benzothiazol-4-ylmethyl-3-(4-tert-butoxy-phenyl)-N-(2,2-diethoxy-ethyl)-propionamide in CH2Cl2(50 mL) was added a solution of (3R)-3-(3-Benzyl-ureido)-hex-5-enoic acid (1.6 g, 6.1 mmol), EDCl (1.17 g, 1.2 eq), HOBt (0.93 g, 1.2 eq), DIEA (2.13 mL, 12.2 mL) in CH2Cl2 (100 mL) stirred for 40 min. The reaction mixture was stirred at room temperature for 14 h, and then diluted with EtOAc, washed with water and brine. The organic layer was dried with Na2SO4 and concentrated... Starting materials: C1(CCCC1)N(C(NC=1SC(=CN1)SCC(=O)O)=O)[C@@H]1CC[C@H](CC1)CC ({2-[3-Cyclopentyl-3-(trans-4-ethyl-cyclohexyl)-ureido]-thiazol-5-ylsulfanyl}-acetic acid), C1(CCCCCC1)N[C@@H]1CC[C@H](CC1)C(C)C (cycloheptyl-(trans-4-isopropyl-cyclohexyl)-amine), C(C)OC(CSC1=CN=C(S1)N)=O ((2-amino-thiazol-5-ylsulfanyl)-acetic acid ethyl ester). Yields the product C1(CCCCCC1)N(C(NC=1SC(=CN1)SCC(=O)O)=O)[C@@H]1CC[C@H](CC1)C(C)C ({2-[3-Cycloheptyl-3-(trans-4-isopropyl-cyclohexyl)-ureido]-thiazol-5-ylsulfanyl}-acetic acid). As a reaction SMILES: C1(N([C@H]2CC[C@H](CC)CC2)[C:7](=[O:19])[NH:8][C:9]2[S:10][C:11]([S:14][CH2:15][C:16]([OH:18])=[O:17])=[CH:12][N:13]=2)CCCC1.[CH:28]1([NH:35][C@H:36]2[CH2:41][CH2:40][C@H:39]([CH:42]([CH3:44])[CH3:43])[CH2:38][CH2:37]2)[CH2:34][CH2:33][CH2:32][CH2:31][CH2:30][CH2:29]1.C(OC(=O)CSC1SC(N)=NC=1)C>>[CH:28]1([N:35]([C@H:36]2[CH2:37][CH2:38][C@H:39]([CH:42]([CH3:44])[CH3:43])[CH2:40][CH2:41]2)[C:7](=[O:19])[NH:8][C:9]2[S:10][C:11]([S:14][CH2:15][C:16]([OH:18])=[O:17])=[CH:12][N:13]=2)[CH2:29][CH2:30][CH2:31][CH2:32][CH2:33][CH2:34]1. Reported procedure: Prepared in a similar manner to {2-[3-cyclopentyl-3-(trans-4-ethyl-cyclohexyl)-ureido]-thiazol-5-ylsulfanyl}-acetic acid (Example 38) via cycloheptyl-(trans-4-isopropyl-cyclohexyl)-amine and (2-amino-thiazol-5-ylsulfanyl)-acetic acid ethyl ester to give the title compound. RXN SMILES: [CH2:11]([CH2:12][CH2:13][CH2:14][CH3:15])[Br:16].[Cl:3][c:4]1[cH:5][cH:6][c:7]([SH:10])[cH:8][cH:9]1.[Na+:2].[OH-:1].[OH2:17]>>[Cl:3][c:4]1[cH:5][cH:6][c:7]([S:10][CH2:11][CH2:12][CH2:13][CH2:14][CH3:15])[cH:8][cH:9]1. The product is CCCCCSc1ccc(Cl)cc1. Reactants: CCCCCBr, Sc1ccc(Cl)cc1, [Na+], [OH-], O. Reactants: C1CCOC1, C[Si](C)(C)[N-][Si](C)(C)C, CI, [Cl-], [Li+], CCOC(=O)C1CCCN(C(=O)OCc2ccccc2)C1, [NH4+]. Reaction SMILES: [CH2:36]1[O:37][CH2:38][CH2:39][CH2:40]1.[CH3:1][Si:2]([N-:3][Si:4]([CH3:5])([CH3:6])[CH3:7])([CH3:8])[CH3:9].[CH3:32][I:33].[Cl-:34].[Li+:10].[N:11]1([C:22](=[O:23])[O:24][CH2:25][c:26]2[cH:27][cH:28][cH:29][cH:30][cH:31]2)[CH2:12][CH:13]([C:17](=[O:18])[O:19][CH2:20][CH3:21])[CH2:14][CH2:15][CH2:16]1.[NH4+:35]>>[N:11]1([C:22](=[O:23])[O:24][CH2:25][c:26]2[cH:27][cH:28][cH:29][cH:30][cH:31]2)[CH2:12][C:13]([C:17](=[O:18])[O:19][CH2:20][CH3:21])([CH3:32])[CH2:14][CH2:15][CH2:16]1. The product is CCOC(=O)C1(C)CCCN(C(=O)OCc2ccccc2)C1. Reactants: CO, [H][H], [OH-], [OH-], [Pd+2], CC(NCC1COC(=O)C1(c1ccccc1)c1ccccc1)c1ccccc1. Yields the product O=C1NCC(CO)C1(c1ccccc1)c1ccccc1. RXN SMILES: [CH3:34][OH:35].[H:29][H:30].[OH-:31].[OH-:33].[Pd+2:32].[c:1]1([CH:2]([CH3:3])[NH:9][CH2:10][CH:11]2[C:12]([c:17]3[cH:18][cH:19][cH:20][cH:21][cH:22]3)([c:23]3[cH:24][cH:25][cH:26][cH:27][cH:28]3)[C:13](=[O:16])[O:14][CH2:15]2)[cH:4][cH:5][cH:6][cH:7][cH:8]1>>[NH:9]1[CH2:10][CH:11]([CH2:15][OH:14])[C:12]([c:17]2[cH:18][cH:19][cH:20][cH:21][cH:22]2)([c:23]2[cH:24][cH:25][cH:26][cH:27][cH:28]2)[C:13]1=[O:16]. The reactants are C([O-])([O-])=O.[Na+].[Na+] (sodium carbonate), C1(=CC=CC=C1)S(=O)(=O)N1C(=CC=2C1=NC=CC2)C(=CC(C)C)OS(=O)(=O)C2=CC=C(C=C2)C (toluene-4-sulfonic acid-1-(1-benzenesulfonyl-1H-pyrrolo[2,3-b]pyridin-2-yl)-3-methyl-but-1-enyl ester), C(C)(=O)C=1C=C(C=CC1)B(O)O (3-acetylphenylboronic acid). The reagents and catalysts are Cl[Pd]([P](C1=CC=CC=C1)(C2=CC=CC=C2)C3=CC=CC=C3)([P](C4=CC=CC=C4)(C5=CC=CC=C5)C6=CC=CC=C6)Cl (bis(triphenylphosphine)palladium(II) dichloride). The solvent is O1CCOCC1 (dioxane), C(C)(=O)OCC (ethyl acetate). The product is ethyl acetate petroleum ether, CC(C=C(C1=CC=2C(=NC=CC2)N1S(=O)(=O)C1=CC=CC=C1)C=1C=C(C=CC1)C(C)=O)C (1-(3-(3-methyl-1-(1-(phenylsulfonyl)-1H-pyrrolo[2,3-b]pyridin-2-yl)but-1-enyl)phenyl)ethanone). Isolated yield 56.2%. As a reaction SMILES: [C:1]1([S:7]([N:10]2[C:14]3=[N:15][CH:16]=[CH:17][CH:18]=[C:13]3[CH:12]=[C:11]2[C:19](OS(C2C=CC(C)=CC=2)(=O)=O)=[CH:20][CH:21]([CH3:23])[CH3:22])(=[O:9])=[O:8])[CH:6]=[CH:5][CH:4]=[CH:3][CH:2]=1.[C:35]([C:38]1[CH:39]=[C:40](B(O)O)[CH:41]=[CH:42][CH:43]=1)(=[O:37])[CH3:36].C(=O)([O-])[O-].[Na+].[Na+]>O1CCOCC1.C(OCC)(=O)C.Cl[Pd](Cl)([P](C1C=CC=CC=1)(C1C=CC=CC=1)C1C=CC=CC=1)[P](C1C=CC=CC=1)(C1C=CC=CC=1)C1C=CC=CC=1>[CH3:22][CH:21]([CH3:23])[CH:20]=[C:19]([C:42]1[CH:43]=[C:38]([C:35](=[O:37])[CH3:36])[CH:39]=[CH:40][CH:41]=1)[C:11]1[N:10]([S:7]([C:1]2[CH:2]=[CH:3][CH:4]=[CH:5][CH:6]=2)(=[O:8])=[O:9])[C:14]2=[N:15][CH:16]=[CH:17][CH:18]=[C:13]2[CH:12]=1 |f:2.3.4,^1:67,86|. Reported procedure: A suspension of toluene-4-sulfonic acid-1-(1-benzenesulfonyl-1H-pyrrolo[2,3-b]pyridin-2-yl)-3-methyl-but-1-enyl ester (prepared as in Example 130, 3.0 g, 6.0 mmol), 3-acetylphenylboronic acid (2.5 g, 15 mmol), bis(triphenylphosphine)palladium(II) dichloride (0.42 g, 0.6 mmol) in dioxane (30 mL) and an aqueous sodium carbonate solution (2N, 15 mL) was heated in a microwave at 100° C. for 2 h. The reaction mixture was diluted with ethyl acetate (100 mL) and washed with a saturated aqueous sodium b...